This data is from the Open Reaction Database (ORD), a public repository of structured organic reaction records. The task is: describe an organic reaction: reactants, conditions, products, and yield Starting materials: C(#N)[C@H]1N(C[C@@H](C1)OS(=O)(=O)C)C(=O)OCC1=CC=C(C=C1)[N+](=O)[O-] ((2S, 4R)-2-cyano-4-methanesulfonyloxy-1-(4-nitrobenzyloxycarbonyl) pyrrolidine), NCCS (2-aminoethanethiol). Solvent: O1CCCC1 (tetrahydrofuran). Run at time 24 hour. Yields the product CS(=O)(=O)O[C@@H]1C[C@H](N(C1)C(=O)OCC1=CC=C(C=C1)[N+](=O)[O-])C=1SCCN1 ((2S,4R)-4-methanesulfonyloxy-1-(4-nitrobenzyloxycarbonyl)-2-(2-thiazolin-2-yl) pyrrolidine). Yield: 41.3%. As a reaction SMILES: [C:1]([C@@H:3]1[CH2:7][C@@H:6]([O:8][S:9]([CH3:12])(=[O:11])=[O:10])[CH2:5][N:4]1[C:13]([O:15][CH2:16][C:17]1[CH:22]=[CH:21][C:20]([N+:23]([O-:25])=[O:24])=[CH:19][CH:18]=1)=[O:14])#[N:2].N[CH2:27][CH2:28][SH:29]>O1CCCC1>[CH3:12][S:9]([O:8][C@H:6]1[CH2:5][N:4]([C:13]([O:15][CH2:16][C:17]2[CH:22]=[CH:21][C:20]([N+:23]([O-:25])=[O:24])=[CH:19][CH:18]=2)=[O:14])[C@H:3]([C:1]2[S:29][CH2:28][CH2:27][N:2]=2)[CH2:7]1)(=[O:11])=[O:10]. Reported procedure: To a solution of (2S, 4R)-2-cyano-4-methanesulfonyloxy-1-(4-nitrobenzyloxycarbonyl) pyrrolidine (2 g) in tetrahydrofuran (40 ml) was added 2-aminoethanethiol (630 mg) at ambient temperature. After stirring for 24 hours at the same temperature, the mixture was evaporated. The residue was extracted with dichloromethane, washed with water and brine successively, and dried over magnesium sulfate. The organic layer was evaporated, and then the obtained oil was subjected to a column chromatography on ... The reactants are CC=1NN(C(C1)=O)C1=CC=C(C=C1)C (3-methyl-1-(4-methylphenyl)-3-pyrazolin-5-one), solid, NC1=C(C=C(C(=O)OC)C=C1)O (methyl 4-amino-3-hydroxybenzoate), NC1=C(C=C(C(=O)O)C=C1)O (4-amino-3-hydroxybenzoic acid). Product: OC1=C(C(=NN1C1=CC=C(C=C1)C)C)N=NC1=C(C=C(C(=O)OC)C=C1)O (methyl 4-{[5-Hydroxy-3-methyl-1-(4-methylphenyl)-1H-pyrazol-4-yl]azo}-3-hydroxybenzoate). Reaction SMILES: [CH3:1][C:2]1[NH:3][N:4]([C:8]2[CH:13]=[CH:12][C:11]([CH3:14])=[CH:10][CH:9]=2)[C:5](=[O:7])[CH:6]=1.[NH2:15][C:16]1[CH:25]=[CH:24][C:19]([C:20]([O:22][CH3:23])=[O:21])=[CH:18][C:17]=1[OH:26].[NH2:27]C1C=CC(C(O)=O)=CC=1O>>[OH:7][C:5]1[N:4]([C:8]2[CH:13]=[CH:12][C:11]([CH3:14])=[CH:10][CH:9]=2)[N:3]=[C:2]([CH3:1])[C:6]=1[N:27]=[N:15][C:16]1[CH:25]=[CH:24][C:19]([C:20]([O:22][CH3:23])=[O:21])=[CH:18][C:17]=1[OH:26]. Procedure: Following the procedure of Example 1, except substituting 1-(3,4-dimethylphenyl)-3-methyl-3-pyrazolin-5-one for 3-methyl-1-(4-methylphenyl)-3-pyrazolin-5-one and methyl 4-amino-3-hydroxybenzoate for 4-amino-3-hydroxybenzoic acid, the title compound was prepared as a red solid (0.059 g, 10%). MS(ES) m/z 367 [M+H]. Product: CCOC(=O)c1c(C)c(C(=O)c2ccc3n2CCC3)n2c1C(C(=O)OCC)CC2. The reactants are O=C(Cl)c1ccc2n1CCC2, ClCCl, CCOC(=O)c1c(C)cn2c1C(C(=O)OCC)CC2, [Cl-]. Reaction SMILES: [CH2:21]1[CH2:22][CH2:23][n:24]2[c:25]([C:29](=[O:30])[Cl:31])[cH:26][cH:27][c:28]21.[CH2:32]([Cl:33])[Cl:34].[CH3:1][c:2]1[cH:3][n:4]2[c:8]([c:9]1[C:10](=[O:11])[O:12][CH2:13][CH3:14])[CH:7]([C:15](=[O:16])[O:17][CH2:18][CH3:19])[CH2:6][CH2:5]2.[Cl-:20]>>[CH3:1][c:2]1[c:3]([C:29]([c:25]2[n:24]3[c:28]([cH:27][cH:26]2)[CH2:21][CH2:22][CH2:23]3)=[O:30])[n:4]2[c:8]([c:9]1[C:10](=[O:11])[O:12][CH2:13][CH3:14])[CH:7]([C:15](=[O:16])[O:17][CH2:18][CH3:19])[CH2:6][CH2:5]2. Reactants: [Al+3], C1CCOC1, CCOC(=O)c1ccccc1-c1cc(OC)c(OC)c(OC)c1, [H-], [H-], [H-], [H-], [Li+], [Na+], [Na+], O=S(=O)([O-])[O-], O. The product is COc1cc(-c2ccccc2CO)cc(OC)c1OC. As a reaction SMILES: [Al+3:25].[CH2:38]1[O:39][CH2:40][CH2:41][CH2:42]1.[CH3:1][O:2][c:3]1[cH:4][c:5](-[c:13]2[c:14]([C:15](=[O:16])[O:17][CH2:18][CH3:19])[cH:20][cH:21][cH:22][cH:23]2)[cH:6][c:7]([O:11][CH3:12])[c:8]1[O:9][CH3:10].[H-:24].[H-:27].[H-:28].[H-:29].[Li+:26].[Na+:31].[Na+:32].[O-:33][S:34](=[O:35])(=[O:36])[O-:37].[OH2:30]>>[CH3:1][O:2][c:3]1[cH:4][c:5](-[c:13]2[c:14]([CH2:15][OH:16])[cH:20][cH:21][cH:22][cH:23]2)[cH:6][c:7]([O:11][CH3:12])[c:8]1[O:9][CH3:10]. Reactants: ClCCl, CS(=O)(=O)Cl, CN(C)c1ccncc1, CCOC(=O)NCCO, c1ccncc1. Yields the product CCOC(=O)NCCOS(C)(=O)=O. As a reaction SMILES: [CH2:30]([Cl:31])[Cl:32].[CH3:1][S:2]([Cl:3])(=[O:4])=[O:5].[CH3:21][N:22]([CH3:23])[c:24]1[cH:25][cH:26][n:27][cH:28][cH:29]1.[OH:6][CH2:7][CH2:8][NH:9][C:10]([O:11][CH2:12][CH3:13])=[O:14].[cH:15]1[cH:16][cH:17][n:18][cH:19][cH:20]1>>[CH3:1][S:2](=[O:4])(=[O:5])[O:6][CH2:7][CH2:8][NH:9][C:10]([O:11][CH2:12][CH3:13])=[O:14]. Reactants: C1(CC1)N(C(OC(C)(C)C)=O)CC1=C(C(=CC(=C1)C=C)Cl)Cl (1,1-dimethylethyl cyclopropyl[(2,3-dichloro-5-ethenylphenyl)methyl]carbamate), Amine, O=[O+][O-] (ozone), C1(=CC=CC=C1)P(C1=CC=CC=C1)C1=CC=CC=C1 (triphenylphosphine). Run in ClCCl (dichloromethane). The product is C1(CC1)N(C(OC(C)(C)C)=O)CC1=C(C(=CC(=C1)C=O)Cl)Cl (1,1-Dimethylethyl cyclopropyl[(2,3-dichloro-5-formylphenyl)methyl]carbamate). As a reaction SMILES: [CH:1]1([N:4]([CH2:12][C:13]2[CH:18]=[C:17]([CH:19]=C)[CH:16]=[C:15]([Cl:21])[C:14]=2[Cl:22])[C:5](=[O:11])[O:6][C:7]([CH3:10])([CH3:9])[CH3:8])[CH2:3][CH2:2]1.[O:23]=[O+][O-].C1(P(C2C=CC=CC=2)C2C=CC=CC=2)C=CC=CC=1>ClCCl>[CH:1]1([N:4]([CH2:12][C:13]2[CH:18]=[C:17]([CH:19]=[O:23])[CH:16]=[C:15]([Cl:21])[C:14]=2[Cl:22])[C:5](=[O:11])[O:6][C:7]([CH3:10])([CH3:9])[CH3:8])[CH2:3][CH2:2]1. Procedure details: To a dichloromethane (0.03 M) solution of 1,1-dimethylethyl cyclopropyl[(2,3-dichloro-5-ethenylphenyl)methyl]carbamate (1 eq.) from Step 2, Amine 6 was bubbled at −78° C. freshly generated ozone until a persistent blue color was obtained. To this was then added triphenylphosphine (1.2 eq.) in one rapid portion and the resulting mixture was slowly warmed to RT over 3 h. The volatiles were removed in vacuo and the remaining residue was triturated with 2:1 (v/v) Hex:Et2O. The insolubles were remove... Starting materials: C[O-], CCOC(C)=O, CCOc1ccc(NC(=O)c2ccc(Cl)nc2)c([N+](=O)[O-])c1, CI, [Na+], CN(C)C=O. Product: CCOc1ccc(N(C)C(=O)c2ccc(Cl)nc2)c([N+](=O)[O-])c1. As a reaction SMILES: [CH3:23][O-:24].[CH3:33][CH2:34][O:35][C:36](=[O:37])[CH3:38].[Cl:1][c:2]1[cH:3][cH:4][c:5]([C:8](=[O:9])[NH:10][c:11]2[c:12]([N+:20](=[O:21])[O-:22])[cH:13][c:14]([O:17][CH2:18][CH3:19])[cH:15][cH:16]2)[cH:6][n:7]1.[I:26][CH3:27].[Na+:25].[O:28]=[CH:29][N:30]([CH3:31])[CH3:32]>>[Cl:1][c:2]1[cH:3][cH:4][c:5]([C:8](=[O:9])[N:10]([c:11]2[c:12]([N+:20](=[O:21])[O-:22])[cH:13][c:14]([O:17][CH2:18][CH3:19])[cH:15][cH:16]2)[CH3:23])[cH:6][n:7]1. The reactants are COC=1C=C2C=CC(=CC2=CC1)C(CO)C (2-(6-methoxy-2-naphthyl)propan-1-ol), I(=O)(=O)(=O)[O-].[Na+] (sodium metaperiodate). The reagents and catalysts are O.[Ru](Cl)(Cl)Cl (ruthenium trichloride hydrate). Run in C(Cl)(Cl)(Cl)Cl (carbon tetrachloride), C(C)#N (acetonitrile), O (water). The product is COC=1C=C2C=CC(=CC2=CC1)C(C(=O)O)C (2-(6-methoxy-2-naphthyl)propionic acid). RXN SMILES: [CH3:1][O:2][C:3]1[CH:4]=[C:5]2[C:10](=[CH:11][CH:12]=1)[CH:9]=[C:8]([CH:13]([CH3:16])[CH2:14][OH:15])[CH:7]=[CH:6]2.I([O-])(=O)(=O)=[O:18].[Na+]>C(Cl)(Cl)(Cl)Cl.C(#N)C.O.O.[Ru](Cl)(Cl)Cl>[CH3:1][O:2][C:3]1[CH:4]=[C:5]2[C:10](=[CH:11][CH:12]=1)[CH:9]=[C:8]([CH:13]([CH3:16])[C:14]([OH:18])=[O:15])[CH:7]=[CH:6]2 |f:1.2,6.7|. Procedure details: To a solution of 0.21 g 2-(6-methoxy-2-naphthyl)propan-1-ol in 2 ml of carbon tetrachloride, 2 ml acetonitrile, 3 ml of water, and 0.877 g of sodium metaperiodate is added 5 mg of ruthenium trichloride hydrate. After 4 hours at ambient temperature the mixture is extracted with 4 portions of 10 ml of methylene chloride. The combined organic extracts are dried over MgSO4, filtered, and concentrated to give the product 2-(6-methoxy-2-naphthyl)propionic acid. Reactants: [Al+3], C1CCOC1, CC(=Nc1c(C(C)C)cccc1C(C)C)c1cccc(-c2ccccn2)c1, [H-], [H-], [H-], [H-], [Li+], [Na+], [Na+], O=S(=O)([O-])[O-]. The product is CC(C)c1cccc(C(C)C)c1NC(C)c1cccc(-c2ccccn2)c1. RXN SMILES: [Al+3:2].[CH2:41]1[O:42][CH2:43][CH2:44][CH2:45]1.[CH:7]([CH3:8])([CH3:9])[c:10]1[c:11]([N:19]=[C:20]([CH3:21])[c:22]2[cH:23][c:24](-[c:28]3[n:29][cH:30][cH:31][cH:32][cH:33]3)[cH:25][cH:26][cH:27]2)[c:12]([CH:16]([CH3:17])[CH3:18])[cH:13][cH:14][cH:15]1.[H-:1].[H-:4].[H-:5].[H-:6].[Li+:3].[Na+:34].[Na+:35].[O-:36][S:37]([O-:38])(=[O:39])=[O:40]>>[CH:7]([CH3:8])([CH3:9])[c:10]1[c:11]([NH:19][CH:20]([CH3:21])[c:22]2[cH:23][c:24](-[c:28]3[n:29][cH:30][cH:31][cH:32][cH:33]3)[cH:25][cH:26][cH:27]2)[c:12]([CH:16]([CH3:17])[CH3:18])[cH:13][cH:14][cH:15]1.